From a dataset of the Open Reaction Database (ORD), a public repository of structured organic reaction records. describe an organic reaction: reactants, conditions, products, and yield Reactants: C(C)(=O)[O-].[Na+] (sodium acetate), C(C)(C)N1C(C2=CC=C(C=C2C1)C=1N=NN(C1C)C1=C(C=C(C=C1)F)F)=O (4-(2-isopropyl-1-oxo-isoindoline-5-yl)-1-(2,4-difluorophenyl)-5-methyl-1H-[1,2,3]triazole), O.C(O)(O)=O (hydrogen carbonate water), C(C)(=O)OCC (ethyl acetate). Reagents/catalysts: BrBr (bromine). Run in C(C)(=O)O (acetic acid). Run at time 20 minute. Yields the product C(C)(C)N1C(C2=CC=C(C=C2C1=O)C=1N=NN(C1C)C1=C(C=C(C=C1)F)F)=O (4-(2-isopropyl-1,3-dioxo-isoindoline-5-yl)-1-(2,4-difluorophenyl)-5-methyl-1H-[1,2,3]triazole). Isolated yield 50.8%. Reaction SMILES: [CH:1]([N:4]1[CH2:12][C:11]2[C:6](=[CH:7][CH:8]=[C:9]([C:13]3[N:14]=[N:15][N:16]([C:19]4[CH:24]=[CH:23][C:22]([F:25])=[CH:21][C:20]=4[F:26])[C:17]=3[CH3:18])[CH:10]=2)[C:5]1=[O:27])([CH3:3])[CH3:2].C([O-])(=[O:30])C.[Na+].O.C(=O)(O)O.C(OCC)(=O)C>C(O)(=O)C.BrBr>[CH:1]([N:4]1[C:12](=[O:30])[C:11]2[C:6](=[CH:7][CH:8]=[C:9]([C:13]3[N:14]=[N:15][N:16]([C:19]4[CH:24]=[CH:23][C:22]([F:25])=[CH:21][C:20]=4[F:26])[C:17]=3[CH3:18])[CH:10]=2)[C:5]1=[O:27])([CH3:3])[CH3:2] |f:1.2,3.4|. Procedure: 37 mg of the compound obtained in Example 119 was dissolved in 2.0 ml of acetic acid, then 41 mg of sodium acetate and 3 drops of bromine were added and the mixture was stirred at room temperature for 20 min. After adding saturated hydrogen carbonate water and ethyl acetate, organic layer was separated, and dried with anhydrous sodium sulfate. The residues obtained by distilling out the solvents under reduced pressure were purified by thin-layer silicagel chromatography (hexane:ethyl acetate=50:... The reactants are CCOC(=O)c1ccc2c(c1)CC(C)(C)C(c1cccc(N)c1)N2, ClCCl, O=C(Cl)N1CCCC1, c1ccncc1. The product is CCOC(=O)c1ccc2c(c1)CC(C)(C)C(c1cccc(NC(=O)N3CCCC3)c1)N2. RXN SMILES: [CH2:1]([CH3:2])[O:3][C:4](=[O:5])[c:6]1[cH:7][c:8]2[c:13]([cH:14][cH:15]1)[NH:12][CH:11]([c:16]1[cH:17][c:18]([NH2:22])[cH:19][cH:20][cH:21]1)[C:10]([CH3:23])([CH3:24])[CH2:9]2.[Cl:39][CH2:40][Cl:41].[N:31]1([C:36](=[O:37])[Cl:38])[CH2:32][CH2:33][CH2:34][CH2:35]1.[cH:25]1[cH:26][cH:27][n:28][cH:29][cH:30]1>>[CH2:1]([CH3:2])[O:3][C:4](=[O:5])[c:6]1[cH:7][c:8]2[c:13]([cH:14][cH:15]1)[NH:12][CH:11]([c:16]1[cH:17][c:18]([NH:22][C:36]([N:31]3[CH2:32][CH2:33][CH2:34][CH2:35]3)=[O:37])[cH:19][cH:20][cH:21]1)[C:10]([CH3:23])([CH3:24])[CH2:9]2. Starting materials: C1CCOC1, CCCN(c1cc(C(=O)OC)cc(Cl)n1)S(C)(=O)=O. The product is CCCN(c1cc(CO)cc(Cl)n1)S(C)(=O)=O. Reaction SMILES: [CH2:20]1[O:21][CH2:22][CH2:23][CH2:24]1.[Cl:1][c:2]1[cH:3][c:4]([C:5](=[O:6])[O:7][CH3:8])[cH:9][c:10]([N:12]([CH2:13][CH2:14][CH3:15])[S:16](=[O:17])(=[O:18])[CH3:19])[n:11]1>>[Cl:1][c:2]1[cH:3][c:4]([CH2:5][OH:6])[cH:9][c:10]([N:12]([CH2:13][CH2:14][CH3:15])[S:16](=[O:17])(=[O:18])[CH3:19])[n:11]1. The reactants are 4b, 5a, C(C1=CC=CC=C1)(=O)N1C[C@H](NCC1)C (1-benzoyl-3-(R)— methylpiperazine), N1C=C(C2=CC=NC=C12)C(C(=O)[O-])=O.[K+] (Potassium (6-azaindol-3-yl)oxoacetate). Reported procedure: Precursor 5h, 1-benzoyl-3-(R)-methyl-4-[(6-azaindol-3-yl)-oxoacetyl]piperazine was prepared by the same method as Precursor 5a starting from Potassium (6-azaindol-3-yl)oxoacetate, Precursor 4b, and 1-benzoyl-3-(R)— methylpiperazine. MS m/z: (M+H)+ Calc'd for C21H21N4O3: 377.16; Found 377.10. HPLC retention time: 0.88 minutes (column A). RXN SMILES: [NH:1]1[C:9]2[C:4](=[CH:5][CH:6]=[N:7][CH:8]=2)[C:3]([C:10](=[O:14])[C:11]([O-:13])=O)=[CH:2]1.[K+].[C:16]([N:24]1[CH2:29][CH2:28][NH:27][C@H:26]([CH3:30])[CH2:25]1)(=[O:23])[C:17]1[CH:22]=[CH:21][CH:20]=[CH:19][CH:18]=1>>[C:16]([N:24]1[CH2:29][CH2:28][N:27]([C:11](=[O:13])[C:10]([C:3]2[C:4]3[C:9](=[CH:8][N:7]=[CH:6][CH:5]=3)[NH:1][CH:2]=2)=[O:14])[C@H:26]([CH3:30])[CH2:25]1)(=[O:23])[C:17]1[CH:18]=[CH:19][CH:20]=[CH:21][CH:22]=1 |f:0.1|. Product: 5h, C(C1=CC=CC=C1)(=O)N1C[C@H](N(CC1)C(C(=O)C1=CNC2=CN=CC=C12)=O)C (1-benzoyl-3-(R)-methyl-4-[(6-azaindol-3-yl)-oxoacetyl]piperazine). The reactants are COc1ccc(Br)cc1, CC(=O)N1CCC(=O)CC1, Cl, [Mg], C1CCOC1. The product is COc1ccc(C2(O)CCN(C(C)=O)CC2)cc1. Reaction SMILES: [Br:1][c:2]1[cH:3][cH:4][c:5]([O:8][CH3:9])[cH:6][cH:7]1.[C:11]([CH3:12])(=[O:13])[N:14]1[CH2:15][CH2:16][C:17](=[O:20])[CH2:18][CH2:19]1.[ClH:21].[Mg:10].[O:22]1[CH2:23][CH2:24][CH2:25][CH2:26]1>>[c:2]1([C:17]2([OH:20])[CH2:16][CH2:15][N:14]([C:11]([CH3:12])=[O:13])[CH2:19][CH2:18]2)[cH:3][cH:4][c:5]([O:8][CH3:9])[cH:6][cH:7]1. Reactants: COc1cc2c(Br)nnc(Cc3ccncc3)c2cc1OC, CC(=O)[O-], CC(=O)[O-], CCCCCC, [Na+], C1CCOC1, [OH-], [Pd+2], [Li]c1ccccc1, c1ccc(P(c2ccccc2)c2ccccc2)cc1. The product is COc1cc2c(Cc3ccncc3)nnc(-c3ccccc3)c2cc1OC. As a reaction SMILES: [Br:14][c:15]1[n:16][n:17][c:18]([CH2:29][c:30]2[cH:31][cH:32][n:33][cH:34][cH:35]2)[c:19]2[cH:20][c:21]([O:27][CH3:28])[c:22]([O:25][CH3:26])[cH:23][c:24]12.[C:62]([O-:63])(=[O:64])[CH3:65].[C:67]([O-:68])(=[O:69])[CH3:70].[CH3:8][CH2:9][CH2:10][CH2:11][CH2:12][CH3:13].[Na+:56].[O:57]1[CH2:58][CH2:59][CH2:60][CH2:61]1.[OH-:55].[Pd+2:66].[c:1]1([Li:7])[cH:2][cH:3][cH:4][cH:5][cH:6]1.[c:36]1([P:37]([c:38]2[cH:39][cH:40][cH:41][cH:42][cH:43]2)[c:44]2[cH:45][cH:46][cH:47][cH:48][cH:49]2)[cH:50][cH:51][cH:52][cH:53][cH:54]1>>[c:1]1(-[c:15]2[n:16][n:17][c:18]([CH2:29][c:30]3[cH:31][cH:32][n:33][cH:34][cH:35]3)[c:19]3[cH:20][c:21]([O:27][CH3:28])[c:22]([O:25][CH3:26])[cH:23][c:24]23)[cH:2][cH:3][cH:4][cH:5][cH:6]1. The reactants are O=C([O-])[O-], CCN(C(C)C)C(C)C, O=S(=O)(O)Cl, ClCCCl, [Na+], [Na+], O=C(O)CCCSSc1ccccn1. The product is O=C(O)C(CCSSc1ccccn1)S(=O)(=O)O. RXN SMILES: [C:29](=[O:30])([O-:31])[O-:32].[CH2:20]([N:21]([CH:22]([CH3:23])[CH3:24])[CH:25]([CH3:26])[CH3:27])[CH3:28].[Cl:15][S:16](=[O:17])(=[O:18])[OH:19].[Cl:35][CH2:36][CH2:37][Cl:38].[Na+:33].[Na+:34].[n:1]1[c:2]([S:7][S:8][CH2:9][CH2:10][CH2:11][C:12](=[O:13])[OH:14])[cH:3][cH:4][cH:5][cH:6]1>>[n:1]1[c:2]([S:7][S:8][CH2:9][CH2:10][CH:11]([C:12](=[O:13])[OH:14])[S:16](=[O:17])(=[O:18])[OH:19])[cH:3][cH:4][cH:5][cH:6]1. Procedure details: The 3-(2-methyl-5-fluorophenyl)sulfonylamino-4-(2-pyridyl)-5-(4-(3-cyanopropoxy)benzylthio)-(1H)-pyrazole (0.537 g), prepared as described in Example 7, above, in diethylene glycol was treated with 1.5 equivalents of tributyltin azide and heated at reflux temperature overnight. After cooling, 2N hydrochloric acid (2 ml) was added and the mixture was stirred 1 hr at room temperature. After extraction with tetrahydrofuran, the organic layer was washed with brine, dried over MgSO4 and concentrated ... The product is CC1=C(C=C(C=C1)F)S(=O)(=O)NC1=NNC(=C1C1=NC=CC=C1)SCC1=CC=C(C=C1)OCCCC1=NN=NN1 (3-(2-methyl-5-fluorophenylsulfonylamino)-4-(2-pyridyl)-5-(4-(3-tetrazolylpropoxy)benzylthio)-(1H)-pyrazole). The reactants are CC1=C(C=C(C=C1)F)S(=O)(=O)NC1=NNC(=C1C1=NC=CC=C1)SCC1=CC=C(C=C1)OCCCC#N (3-(2-methyl-5-fluorophenyl)sulfonylamino-4-(2-pyridyl)-5-(4-(3-cyanopropoxy)benzylthio)-(1H)-pyrazole), C(CCC)[Sn](CCCC)(CCCC)N=[N+]=[N-] (tributyltin azide), Cl (hydrochloric acid). As a reaction SMILES: [CH3:1][C:2]1[CH:7]=[CH:6][C:5]([F:8])=[CH:4][C:3]=1[S:9]([NH:12][C:13]1[C:17]([C:18]2[CH:23]=[CH:22][CH:21]=[CH:20][N:19]=2)=[C:16]([S:24][CH2:25][C:26]2[CH:31]=[CH:30][C:29]([O:32][CH2:33][CH2:34][CH2:35][C:36]#[N:37])=[CH:28][CH:27]=2)[NH:15][N:14]=1)(=[O:11])=[O:10].C([Sn]([N:51]=[N+:52]=[N-:53])(CCCC)CCCC)CCC.Cl>C(O)COCCO>[CH3:1][C:2]1[CH:7]=[CH:6][C:5]([F:8])=[CH:4][C:3]=1[S:9]([NH:12][C:13]1[C:17]([C:18]2[CH:23]=[CH:22][CH:21]=[CH:20][N:19]=2)=[C:16]([S:24][CH2:25][C:26]2[CH:27]=[CH:28][C:29]([O:32][CH2:33][CH2:34][CH2:35][C:36]3[NH:53][N:52]=[N:51][N:37]=3)=[CH:30][CH:31]=2)[NH:15][N:14]=1)(=[O:10])=[O:11]. The yield is 44.0%. Solvent: C(COCCO)O (diethylene glycol). Run at time 1 hour. The reactants are C(C1=CC=CC=C1)(=O)CC(=O)OCC (Ethyl benzoylacetate). The solvent is C(C)O (ethanol). Conditions: time 14 hour. Yields the product ( 2 ), C1(=CC=CC=C1)C(CC(=O)OCC)O (racemic ethyl 3-phenyl-3-hydroxypropionate). Yield: 98.7%. Reaction SMILES: [C:1]([CH2:9][C:10]([O:12][CH2:13][CH3:14])=[O:11])(=[O:8])[C:2]1[CH:7]=[CH:6][CH:5]=[CH:4][CH:3]=1>C(O)C>[C:2]1([CH:1]([OH:8])[CH2:9][C:10]([O:12][CH2:13][CH3:14])=[O:11])[CH:7]=[CH:6][CH:5]=[CH:4][CH:3]=1. Reported procedure: Ethyl benzoylacetate (1) (19.21 g; 0.10 mol) was dissolved in 95% ethanol (100 mL) in a pressure bottle. The bottle was purged with nitrogen and 5% palladium on carbon (960 mg; 5 weight %) was added. The vessel was placed under 45 psi H2 and shaken on a Parr apparatus for 14 hours, at which time H2 uptake had halted and thin layer chromatographic analysis indicated (1) was present. The reaction mixture was suction-filtered through Celite with a top sand layer (to prevent channels) and eluted wit... The reactants are NCC(C)O ((RS)-1-amino-2-propanol), COC1=CC=C2CC(C(C2=C1)=O)CC(C)=O ((RS)-6-methoxy-2-(2-oxopropyl)-1-indanone), O (water). Reagents/catalysts: C1(=CC=C(C=C1)S(=O)(=O)O)C (p-toluenesulfonic acid). The solvent is C1(=CC=CC=C1)C (toluene), C1(=CC=CC=C1)C (toluene). Reaction conditions: time 3 hour. Product: COC1=CC=C2CC3=C(N(C(=C3)C)CC(C)O)C2=C1 ((RS)-1-(7-methoxy-2-methyl-1,4-dihydro-indeno[1,2-b]pyrrol-1-yl)-propan-2-ol). Yield: 64.6%. RXN SMILES: [CH3:1][O:2][C:3]1[CH:11]=[C:10]2[C:6]([CH2:7][CH:8]([CH2:13][C:14](=O)[CH3:15])[C:9]2=O)=[CH:5][CH:4]=1.O.[NH2:18][CH2:19][CH:20]([OH:22])[CH3:21]>C1(C)C=CC=CC=1.C1(C)C=CC(S(O)(=O)=O)=CC=1>[CH3:1][O:2][C:3]1[CH:11]=[C:10]2[C:6]([CH2:7][C:8]3[CH:13]=[C:14]([CH3:15])[N:18]([CH2:19][CH:20]([OH:22])[CH3:21])[C:9]=32)=[CH:5][CH:4]=1. Reported procedure: A solution of 1.8 g of (RS)-6-methoxy-2-(2-oxopropyl)-1-indanone and 70 mg of p-toluenesulfonic acid in 70 ml of anhydrous toluene was heated on a water separator. A solution of 2.48 g of (RS)-1-amino-2-propanol in 20 ml of anhydrous toluene were added dropwise to the boiling solution over a period of 5 minutes. Subsequently, the mixture was boiled for an additional 3 hours, during which the solvent was reduced to a volume of 30 ml. The cooled reaction mixture was purified by column chromatograp...